The task is: describe an organic reaction: reactants, conditions, products, and yield. This data is from the Open Reaction Database (ORD), a public repository of structured organic reaction records. Reactants: NC1=NC(=NS1)/C(/C(=O)N[C@H]1[C@@H]2N(C(=C(CS2)\C=C/CCl)C(=O)OCC2=CC=C(C=C2)OC)C1=O)=N/OC (p-methoxybenzyl 7β[(Z)-2-(5-amino-1,2,4-thiadiazol-3-yl)-2-methoxyiminoacetamido]-3-[(Z)-3-chloro-1-propen-1-yl]3-cephem-4-carboxylate), [I-].[Na+] (sodium iodide). Run in CC(=O)C (acetone). Run at time 15 minute. Product: NC1=NC(=NS1)/C(/C(=O)N[C@H]1[C@@H]2N(C(=C(CS2)\C=C\CI)C(=O)OCC2=CC=C(C=C2)OC)C1=O)=N/OC (p-methoxybenzyl 7β-[(Z)-2-(5-amino-1,2,4-thiadiazol-3-yl)-2-methoxyiminoacetamido]-3-[(E)-3-iodo-1-propen-1-yl]3-cephem-4-carboxylate). The yield is 63.3%. Reaction SMILES: [NH2:1][C:2]1[S:6][N:5]=[C:4](/[C:7](=[N:36]/[O:37][CH3:38])/[C:8]([NH:10][C@@H:11]2[C:34](=[O:35])[N:13]3[C:14]([C:22]([O:24][CH2:25][C:26]4[CH:31]=[CH:30][C:29]([O:32][CH3:33])=[CH:28][CH:27]=4)=[O:23])=[C:15](/[CH:18]=[CH:19]\[CH2:20]Cl)[CH2:16][S:17][C@H:12]23)=[O:9])[N:3]=1.[I-:39].[Na+]>CC(C)=O>[NH2:1][C:2]1[S:6][N:5]=[C:4](/[C:7](=[N:36]/[O:37][CH3:38])/[C:8]([NH:10][C@@H:11]2[C:34](=[O:35])[N:13]3[C:14]([C:22]([O:24][CH2:25][C:26]4[CH:31]=[CH:30][C:29]([O:32][CH3:33])=[CH:28][CH:27]=4)=[O:23])=[C:15](/[CH:18]=[CH:19]/[CH2:20][I:39])[CH2:16][S:17][C@H:12]23)=[O:9])[N:3]=1 |f:1.2|. Procedure details: To a solution of p-methoxybenzyl 7β[(Z)-2-(5-amino-1,2,4-thiadiazol-3-yl)-2-methoxyiminoacetamido]-3-[(Z)-3-chloro-1-propen-1-yl]3-cephem-4-carboxylate(1.5 g) dissolved in acetone(20 ml), sodium iodide (0.82 g) was added thereto under ice-cooling. The resulting solution was stirred for 15 minutes under ice-cooling and for additional an hour at room temperature. The solvent was distilled off, and the residue was extracted with ethyl acetate. The extract was washed with a 10%-sodium thiosulfate an... Reactants: IC1=NN(C2=NC=NC(=C21)N)C(C2=CC=CC=C2)(C2=CC=CC=C2)C2=CC=CC=C2 (3-iodo-1-trityl-1H-pyrazolo[3,4-d]pyrimidin-4-amine), C1(=CC=CC=C1)B(O)O (phenylboronic acid), C([O-])([O-])=O.[Na+].[Na+] (sodium carbonate). Reagents/catalysts: C=1C=CC(=CC1)[P](C=2C=CC=CC2)(C=3C=CC=CC3)[Pd]([P](C=4C=CC=CC4)(C=5C=CC=CC5)C=6C=CC=CC6)([P](C=7C=CC=CC7)(C=8C=CC=CC8)C=9C=CC=CC9)[P](C=1C=CC=CC1)(C=1C=CC=CC1)C=1C=CC=CC1 (tetrakis(triphenylphosphine)palladium). Run in CN(C=O)C (dimethylformamide), O (water), O (water). Run at temperature 80 celsius, time 18.5 hour. Yields the product C1(=CC=CC=C1)C1=NN(C2=NC=NC(=C21)N)C(C2=CC=CC=C2)(C2=CC=CC=C2)C2=CC=CC=C2 (3-phenyl-1-trityl-1H-pyrazolo[3,4-d]pyrimidin-4-amine). Isolated yield 45.1%. Reaction SMILES: I[C:2]1[C:10]2[C:5](=[N:6][CH:7]=[N:8][C:9]=2[NH2:11])[N:4]([C:12]([C:25]2[CH:30]=[CH:29][CH:28]=[CH:27][CH:26]=2)([C:19]2[CH:24]=[CH:23][CH:22]=[CH:21][CH:20]=2)[C:13]2[CH:18]=[CH:17][CH:16]=[CH:15][CH:14]=2)[N:3]=1.[C:31]1(B(O)O)[CH:36]=[CH:35][CH:34]=[CH:33][CH:32]=1.C(=O)([O-])[O-].[Na+].[Na+]>CN(C)C=O.O.C1C=CC([P]([Pd]([P](C2C=CC=CC=2)(C2C=CC=CC=2)C2C=CC=CC=2)([P](C2C=CC=CC=2)(C2C=CC=CC=2)C2C=CC=CC=2)[P](C2C=CC=CC=2)(C2C=CC=CC=2)C2C=CC=CC=2)(C2C=CC=CC=2)C2C=CC=CC=2)=CC=1>[C:31]1([C:2]2[C:10]3[C:5](=[N:6][CH:7]=[N:8][C:9]=3[NH2:11])[N:4]([C:12]([C:25]3[CH:30]=[CH:29][CH:28]=[CH:27][CH:26]=3)([C:19]3[CH:24]=[CH:23][CH:22]=[CH:21][CH:20]=3)[C:13]3[CH:18]=[CH:17][CH:16]=[CH:15][CH:14]=3)[N:3]=2)[CH:36]=[CH:35][CH:34]=[CH:33][CH:32]=1 |f:2.3.4,^1:55,57,76,95|. Procedure details: A solution of 3-iodo-1-trityl-1H-pyrazolo[3,4-d]pyrimidin-4-amine (1.0 g, 1.99 mmol) in dimethylformamide (20 mL) was treated with phenylboronic acid (0.485 g, 3.8 mmol), tetrakis(triphenylphosphine)palladium (0.138 g, 0.119 mmol), and a solution of sodium carbonate (0.506 g, 4.78 mmol) in water (10 mL). The reaction mixture was stirred at 80° C. for 18.5 h under a nitrogen atmosphere. The reaction mixture was cooled to room temperature and water (15 mL) was added. The precipitate was filtered a... The reactants are C(C)(=O)OC=1C=C2CCC(NC2=C(C1)F)=O (8-fluoro-2-oxo-1,2,3,4-tetrahydroquinolin-6-yl acetate), [OH-].[Na+] (NaOH). Run in CO (MeOH). Run at time 8 hour. Product: FC=1C=C(C=C2CCC(NC12)=O)O (8-fluoro-6-hydroxy-3,4-dihydroquinolin-2(1H)-one). Isolated yield 43.6%. RXN SMILES: C([O:4][C:5]1[CH:6]=[C:7]2[C:12](=[C:13]([F:15])[CH:14]=1)[NH:11][C:10](=[O:16])[CH2:9][CH2:8]2)(=O)C.[OH-].[Na+]>CO>[F:15][C:13]1[CH:14]=[C:5]([OH:4])[CH:6]=[C:7]2[C:12]=1[NH:11][C:10](=[O:16])[CH2:9][CH2:8]2 |f:1.2|. Procedure details: To a solution of 8-fluoro-2-oxo-1,2,3,4-tetrahydroquinolin-6-yl acetate (1.3 g, 5.82 mmol) in MeOH (50 mL) at room temperature was added 1N NaOH (11.65 mL, 11.65 mmol). The reaction mixture was stirred at room temperature overnight, then concentrated to a yellow oil. This was diluted with water and acidified with conc. HCl to pH 1. The precipitate was collected by filtration, washed with water, and recrystallized from MeOH/water to give 8-fluoro-6-hydroxy-3,4-dihydroquinolin-2(1H)-one as a white... The reactants are C(C1=CC=CC=C1)(=O)C1=C(C=CC(=C1)Cl)N=NC(C(=O)OCC)NC(CCl)=O (ethyl (2-benzoyl-4-chlorophenylazo)-chloroacetylaminoacetate). Solvent: C(C)(=O)O (acetic acid). Product: C(C1=CC=CC=C1)(=O)C1=C(C=CC(=C1)Cl)N1N=C(N=C1CCl)C(=O)OCC (ethyl 1-(2-benzoyl-4-chlorophenyl)-5-chloromethyl-1H-1,2,4-triazole-3-carboxylate). Reaction SMILES: [C:1]([C:9]1[CH:14]=[C:13]([Cl:15])[CH:12]=[CH:11][C:10]=1[N:16]=[N:17][CH:18]([NH:24][C:25](=O)[CH2:26][Cl:27])[C:19]([O:21][CH2:22][CH3:23])=[O:20])(=[O:8])[C:2]1[CH:7]=[CH:6][CH:5]=[CH:4][CH:3]=1>C(O)(=O)C>[C:1]([C:9]1[CH:14]=[C:13]([Cl:15])[CH:12]=[CH:11][C:10]=1[N:16]1[C:25]([CH2:26][Cl:27])=[N:24][C:18]([C:19]([O:21][CH2:22][CH3:23])=[O:20])=[N:17]1)(=[O:8])[C:2]1[CH:7]=[CH:6][CH:5]=[CH:4][CH:3]=1. Reported procedure: A solution of 1.5 part of ethyl (2-benzoyl-4-chlorophenylazo)-chloroacetylaminoacetate in 30 volume parts of acetic acid is refluxed for 10 minutes, and then the acetic acid is distilled off under reduced pressure. The residue is neutralized with a saturated aqueous solution of sodium bicarbonate and, then, extracted with ethyl acetate. The ethyl acetate layer is washed with water and dried over sodium sulfate. After evaporation of the solvent, the residue is treated with n-hexane to obtain ethy...